From a dataset of the Open Reaction Database (ORD), a public repository of structured organic reaction records. describe an organic reaction: reactants, conditions, products, and yield Reactants: COC1=C(C=C(C=C1)N1CCOCC1)NC(C(=O)N)=S (2-(2-methoxy-5-morpholin-4-yl-phenylamino)-2-thioxo-acetamide). The reagents and catalysts are [Fe-3](C#N)(C#N)(C#N)(C#N)(C#N)C#N.[K+].[K+].[K+] (potassium ferricyanide). Run in O (water). Run at temperature 50 celsius, time 30 minute. Product: COC1=CC=C(C2=C1N=C(S2)C(=O)N)N2CCOCC2 (4-methoxy-7-morpholin-4-yl-benzothiazole-2-carboxylic acid amide). As a reaction SMILES: [CH3:1][O:2][C:3]1[CH:8]=[CH:7][C:6]([N:9]2[CH2:14][CH2:13][O:12][CH2:11][CH2:10]2)=[CH:5][C:4]=1[NH:15][C:16](=[S:20])[C:17]([NH2:19])=[O:18]>O.[Fe-3](C#N)(C#N)(C#N)(C#N)(C#N)C#N.[K+].[K+].[K+]>[CH3:1][O:2][C:3]1[C:4]2[N:15]=[C:16]([C:17]([NH2:19])=[O:18])[S:20][C:5]=2[C:6]([N:9]2[CH2:10][CH2:11][O:12][CH2:13][CH2:14]2)=[CH:7][CH:8]=1 |f:2.3.4.5|. Procedure details: A suspension of 220 mg (0.75 mmol) 2-(2-methoxy-5-morpholin-4-yl-phenylamino)-2-thioxo-acetamide in 2.88 ml 1N aqueous sodiumhydroxde was added to a solution of 813 mg (2.47 mmol) potassium ferricyanide in 2 ml water. The mixture was stirred at 50° C. for 30 minutes and then at room temperature overnight. The precipitate was separated by filtration, dissolved in dichloromethane and purified by column chromatography on silicagel with ethyl acetate/hexane 1/1. 4-methoxy-7-morpholin-4-yl-benzothiaz... The reactants are Cl.C1(CC1)COC1=C(C=C(C=C1)F)C=1C2=C(N=CN1)C(=C(N2)C)C(=O)N[C@H]2CNCC2 (4-[2-(cyclopropylmethoxy)-5-fluorophenyl]-6-methyl-N-[(3R)-pyrrolidin-3-yl]-5H-pyrrolo[3,2-d]pyrimidine-7-carboxamide hydrochloride), C(C)(=O)O[C@H](C(=O)Cl)C ((2S)-1-chloro-1-oxopropan-2-yl acetate). The product is C1(CC1)COC1=C(C=C(C=C1)F)C=1C2=C(N=CN1)C(=C(N2)C)C(=O)N[C@H]2CN(CC2)C([C@H](C)O)=O (4-[2-(Cyclopropylmethoxy)-5-fluorophenyl]-N-{(3R)-1-[(2S)-2-hydroxypropanoyl]pyrrolidin-3-yl}-6-methyl-5H-pyrrolo[3,2-d]pyrimidine-7-carboxamide). Reaction SMILES: Cl.[CH:2]1([CH2:5][O:6][C:7]2[CH:12]=[CH:11][C:10]([F:13])=[CH:9][C:8]=2[C:14]2[C:15]3[NH:22][C:21]([CH3:23])=[C:20]([C:24]([NH:26][C@@H:27]4[CH2:31][CH2:30][NH:29][CH2:28]4)=[O:25])[C:16]=3[N:17]=[CH:18][N:19]=2)[CH2:4][CH2:3]1.C([O:35][C@@H:36]([CH3:40])[C:37](Cl)=[O:38])(=O)C>>[CH:2]1([CH2:5][O:6][C:7]2[CH:12]=[CH:11][C:10]([F:13])=[CH:9][C:8]=2[C:14]2[C:15]3[NH:22][C:21]([CH3:23])=[C:20]([C:24]([NH:26][C@@H:27]4[CH2:31][CH2:30][N:29]([C:37](=[O:38])[C@@H:36]([OH:35])[CH3:40])[CH2:28]4)=[O:25])[C:16]=3[N:17]=[CH:18][N:19]=2)[CH2:4][CH2:3]1 |f:0.1|. Procedure details: Starting from 4-[2-(cyclopropylmethoxy)-5-fluorophenyl]-6-methyl-N-[(3R)-pyrrolidin-3-yl]-5H-pyrrolo[3,2-d]pyrimidine-7-carboxamide hydrochloride (example D.f15) and commercially available (2S)-1-chloro-1-oxopropan-2-yl acetate the title compound is obtained as colorless solid. The reactants are O=C([O-])[O-], CCOC(=O)C(CC(C)C)c1cc(OS(=O)(=O)C(F)(F)F)cc(-c2ccc(C(F)(F)F)cc2)c1, COCCOC, CCOC(C)=O, [Na+], [Na+], OB(O)c1ccncc1. Product: CCOC(=O)C(CC(C)C)c1cc(-c2ccncc2)cc(-c2ccc(C(F)(F)F)cc2)c1. As a reaction SMILES: [C:50](=[O:51])([O-:52])[O-:53].[CH2:1]([CH3:2])[O:3][C:4]([CH:5]([CH2:6][CH:7]([CH3:8])[CH3:9])[c:10]1[cH:11][c:12](-[c:24]2[cH:25][cH:26][c:27]([C:30]([F:31])([F:32])[F:33])[cH:28][cH:29]2)[cH:13][c:14]([O:16][S:17]([C:18]([F:19])([F:20])[F:21])(=[O:22])=[O:23])[cH:15]1)=[O:34].[CH3:44][O:45][CH2:46][CH2:47][O:48][CH3:49].[CH3:56][CH2:57][O:58][C:59]([CH3:60])=[O:61].[Na+:54].[Na+:55].[n:35]1[cH:36][cH:37][c:38]([B:41]([OH:42])[OH:43])[cH:39][cH:40]1>>[CH2:1]([CH3:2])[O:3][C:4]([CH:5]([CH2:6][CH:7]([CH3:8])[CH3:9])[c:10]1[cH:11][c:12](-[c:24]2[cH:25][cH:26][c:27]([C:30]([F:31])([F:32])[F:33])[cH:28][cH:29]2)[cH:13][c:14](-[c:38]2[cH:37][cH:36][n:35][cH:40][cH:39]2)[cH:15]1)=[O:34].